From a dataset of the Open Reaction Database (ORD), a public repository of structured organic reaction records. describe an organic reaction: reactants, conditions, products, and yield Starting materials: Brc1ccccc1, O=C([O-])[O-], COC(=O)c1sc(C2=CCCCC2)cc1N, ClCCl, [Cs+], [Cs+], C1COCCO1, c1ccc(P(c2ccccc2)c2ccc3ccccc3c2-c2c(P(c3ccccc3)c3ccccc3)ccc3ccccc23)cc1. The product is COC(=O)c1sc(C2=CCCCC2)cc1Nc1ccccc1. Reaction SMILES: [Br:17][c:18]1[cH:19][cH:20][cH:21][cH:22][cH:23]1.[C:24](=[O:25])([O-:26])[O-:27].[CH3:1][O:2][C:3](=[O:4])[c:5]1[s:6][c:7]([C:11]2=[CH:12][CH2:13][CH2:14][CH2:15][CH2:16]2)[cH:8][c:9]1[NH2:10].[Cl:82][CH2:83][Cl:84].[Cs+:28].[Cs+:29].[O:76]1[CH2:77][CH2:78][O:79][CH2:80][CH2:81]1.[cH:30]1[cH:31][cH:32][c:33]([P:34]([c:35]2[cH:36][cH:37][c:38]3[c:39]([cH:40][cH:41][cH:42][cH:43]3)[c:44]2-[c:45]2[c:46]3[c:47]([cH:48][cH:49][cH:50][cH:51]3)[cH:52][cH:53][c:54]2[P:55]([c:56]2[cH:57][cH:58][cH:59][cH:60][cH:61]2)[c:62]2[cH:63][cH:64][cH:65][cH:66][cH:67]2)[c:68]2[cH:69][cH:70][cH:71][cH:72][cH:73]2)[cH:74][cH:75]1>>[CH3:1][O:2][C:3](=[O:4])[c:5]1[s:6][c:7]([C:11]2=[CH:12][CH2:13][CH2:14][CH2:15][CH2:16]2)[cH:8][c:9]1[NH:10][c:18]1[cH:19][cH:20][cH:21][cH:22][cH:23]1. Reaction SMILES: [N:1]1([C:7]2[N:12]=[CH:11][C:10]([CH2:13]O)=[CH:9][CH:8]=2)[CH2:6][CH2:5][O:4][CH2:3][CH2:2]1.[C:15]1(=[O:25])[NH:19][C:18](=[O:20])[C:17]2=[CH:21][CH:22]=[CH:23][CH:24]=[C:16]12.C1(P(C2C=CC=CC=2)C2C=CC=CC=2)C=CC=CC=1.CC(OC(/N=N/C(OC(C)C)=O)=O)C>C1COCC1>[N:1]1([C:7]2[N:12]=[CH:11][C:10]([CH2:13][N:19]3[C:15](=[O:25])[C:16]4[C:17](=[CH:21][CH:22]=[CH:23][CH:24]=4)[C:18]3=[O:20])=[CH:9][CH:8]=2)[CH2:2][CH2:3][O:4][CH2:5][CH2:6]1. The product is N1(CCOCC1)C1=CC=C(C=N1)CN1C(C2=CC=CC=C2C1=O)=O (2-[6-(morpholin-4-yl)pyridin-3-yl]methylisoindol-1,3-dione). Procedure: To a THF (200 mL) solution of (6-(morpholin-4-yl)pyridine-3-yl)methanol (CA 388088-73-1) (3.2 g), phthalimide (3.64 g) and triphenylphosphine (6.49 g), diisopropylazodicarboxylate (5.43 mL) was added at 0° C. for 5 minutes. The reaction solution was concentrated under reduced pressure after 12-hour stirring at room temperature. 3.8 g of the title compound was obtained by the residue was purified by silica gel chromatography (heptane-ethyl acetate system). Reactants: N1(CCOCC1)C1=CC=C(C=N1)CO ((6-(morpholin-4-yl)pyridine-3-yl)methanol), C1(C=2C(C(N1)=O)=CC=CC2)=O (phthalimide), C1(=CC=CC=C1)P(C1=CC=CC=C1)C1=CC=CC=C1 (triphenylphosphine), CC(C)OC(=O)/N=N/C(=O)OC(C)C (diisopropylazodicarboxylate). Isolated yield 71.3%. The solvent is C1CCOC1 (THF). Product: COC(C(CC(C)(C)C1=C(C=CC(=C1)F)Br)C(C1=CC=CC=C1)=O)=O (2-Benzoyl-4-(2-bromo-5-fluorophenyl)-4-methylvaleric acid-methyl ester). Procedure: A suspension of 10.9 g (50.8 mmol) of sodium periodate in 140 ml of water-acetonitrile-tetrachloromethane (4:2:1) is mixed with 45 mg (0.34 mmol) of ruthenium(IV)oxide-hydrate. After 10 minutes, a solution of 2-[1-benzoyl-3-(2-bromo-5-fluorophenyl)-3-methylbutyl]furan in 40 ml of acetonitrile is added to it, it is stirred for another 10 minutes, and the batch is poured into 400 ml of saturated Na2SO3. A pH of 5 is set with 10% citric acid, and the batch is extracted with ethyl acetate. The combi... The reactants are CI (methyl iodide), C([O-])([O-])=O.[Cs+].[Cs+] (cesium carbonate), C(CC(O)(C(=O)O)CC(=O)O)(=O)O (citric acid), I(=O)(=O)(=O)[O-].[Na+] (sodium periodate), [O-]S(=O)[O-].[Na+].[Na+] (Na2SO3), C(C1=CC=CC=C1)(=O)C(CC(C)(C)C1=C(C=CC(=C1)F)Br)C=1OC=CC1 (2-[1-benzoyl-3-(2-bromo-5-fluorophenyl)-3-methylbutyl]furan). The reagents and catalysts are O.[Ru](=O)=O (ruthenium(IV)oxide-hydrate). RXN SMILES: I([O-])(=O)(=O)=O.[Na+].[C:7]([CH:15]([C:28]1[O:29][CH:30]=CC=1)[CH2:16][C:17]([C:20]1[CH:25]=[C:24]([F:26])[CH:23]=[CH:22][C:21]=1[Br:27])([CH3:19])[CH3:18])(=[O:14])[C:8]1[CH:13]=[CH:12][CH:11]=[CH:10][CH:9]=1.[O-:33]S([O-])=O.[Na+].[Na+].C(O)(=O)CC(CC(O)=O)(C(O)=O)O.CI.C(=O)([O-])[O-].[Cs+].[Cs+]>O.C(#N)C.ClC(Cl)(Cl)Cl.C(#N)C.CC(OC)(C)C.O.[Ru](=O)=O>[CH3:30][O:29][C:28](=[O:33])[CH:15]([C:7](=[O:14])[C:8]1[CH:9]=[CH:10][CH:11]=[CH:12][CH:13]=1)[CH2:16][C:17]([C:20]1[CH:25]=[C:24]([F:26])[CH:23]=[CH:22][C:21]=1[Br:27])([CH3:18])[CH3:19] |f:0.1,3.4.5,8.9.10,11.12.13,16.17|. Run at time 10 minute. The solvent is CC(C)(C)OC (MTBE), O.C(C)#N.ClC(Cl)(Cl)Cl (water acetonitrile tetrachloromethane), C(C)#N (acetonitrile). The reactants are C(C1=C(C=CC=C1)SSC1=C(C(=O)Cl)C=CC=C1)(=O)Cl (2,2'-dithiobisbenzoyl chloride), C(C)(C)(C)C1=CC=C(N)C=C1 (4-tert-butylaniline). The solvent is ClCCl (dichloromethane), N1=CC=CC=C1 (pyridine). Conditions: temperature 23 celsius, time 18 hour. Yields the product CC(C)(C)C1=CC=C(C=C1)NC(C1=C(C=CC=C1)SSC1=C(C(=O)NC2=CC=C(C=C2)C(C)(C)C)C=CC=C1)=O (2,2'-Dithiobis[N-[4-(1,1-dimethylethyl)phenyl]benzamide]). The yield is 12.1%. RXN SMILES: [C:1](Cl)(=[O:19])[C:2]1[CH:7]=[CH:6][CH:5]=[CH:4][C:3]=1[S:8][S:9][C:10]1[CH:18]=[CH:17][CH:16]=[CH:15][C:11]=1[C:12](Cl)=[O:13].[C:21]([C:25]1[CH:31]=[CH:30][C:28]([NH2:29])=[CH:27][CH:26]=1)([CH3:24])([CH3:23])[CH3:22]>ClCCl.N1C=CC=CC=1>[CH3:23][C:21]([C:25]1[CH:26]=[CH:27][C:28]([NH:29][C:1](=[O:19])[C:2]2[CH:7]=[CH:6][CH:5]=[CH:4][C:3]=2[S:8][S:9][C:10]2[CH:18]=[CH:17][CH:16]=[CH:15][C:11]=2[C:12]([NH:29][C:28]2[CH:30]=[CH:31][C:25]([C:21]([CH3:24])([CH3:23])[CH3:22])=[CH:26][CH:27]=2)=[O:13])=[CH:30][CH:31]=1)([CH3:24])[CH3:22]. Procedure details: A solution of 2,2'-dithiobisbenzoyl chloride (1.20 g, 3.50 mmol) in 25 mL of dichloromethane was added to a solution of 4-tert-butylaniline (1.04 g, 6.99 mmol) in 8 mL of pyridine at 23° C. The reaction mixture was stirred for 18 hours at 23° C. under nitrogen atmosphere. The mixture was concentrated, the residue triturated with 5% aqueous HCl, and the resulting solid was collected by filtration and washed with water to yield the crude product. The crude material was recrystallized from ethyl et... Starting materials: C1CCOC1, CO, Cl, [Na+], COC(=O)CC1COc2ccccc21, [OH-]. Product: O=C(O)CC1COc2ccccc21. RXN SMILES: [CH2:18]1[O:19][CH2:20][CH2:21][CH2:22]1.[CH3:23][OH:24].[ClH:17].[Na+:16].[O:1]1[CH2:2][CH:3]([CH2:10][C:11](=[O:12])[O:13][CH3:14])[c:4]2[c:5]1[cH:6][cH:7][cH:8][cH:9]2.[OH-:15]>>[O:1]1[CH2:2][CH:3]([CH2:10][C:11](=[O:12])[OH:13])[c:4]2[c:5]1[cH:6][cH:7][cH:8][cH:9]2. The reactants are Cc1nc2ccc(Br)cc2c(O)c1S(C)(=O)=O, Cc1ccc(N(C)C)cc1, Cc1ccccc1, O=P(Cl)(Cl)Cl. Yields the product Cc1nc2ccc(Br)cc2c(Cl)c1S(C)(=O)=O. As a reaction SMILES: [Br:1][c:2]1[cH:3][c:4]2[c:5]([OH:17])[c:6]([S:13](=[O:14])(=[O:15])[CH3:16])[c:7]([CH3:12])[n:8][c:9]2[cH:10][cH:11]1.[CH3:18][N:19]([CH3:20])[c:21]1[cH:22][cH:23][c:24]([CH3:25])[cH:26][cH:27]1.[CH3:33][c:34]1[cH:35][cH:36][cH:37][cH:38][cH:39]1.[P:28]([Cl:29])([Cl:30])([Cl:31])=[O:32]>>[Br:1][c:2]1[cH:3][c:4]2[c:5]([Cl:30])[c:6]([S:13](=[O:14])(=[O:15])[CH3:16])[c:7]([CH3:12])[n:8][c:9]2[cH:10][cH:11]1.